This data is from the Open Reaction Database (ORD), a public repository of structured organic reaction records. The task is: describe an organic reaction: reactants, conditions, products, and yield Reactants: CCN=C=NCCCN(C)C.Cl (EDCI.HCl), N([C@@H](CC(C)C)C(=O)O)C(=O)OC(C)(C)C.O (Boc-Leu-OH.H2O), N[C@H](CC1=CNC2=CC=CC=C12)C(=O)OC.Cl (DTrp-OMe.HCl), TEA, C=1C=CC2=C(C1)N=NN2O (HOBT). Solvent: O (H2O), ClCCl (dichloromethane). Reaction conditions: time 16 hour. Yields the product N([C@@H](CC(C)C)C(=O)N[C@H](CC1=CNC2=CC=CC=C12)C(=O)OC)C(=O)OC(C)(C)C (Boc-Leu-DTrp-OMe). The yield is 96.5%. As a reaction SMILES: [NH:1]([C:10]([O:12][C:13]([CH3:16])([CH3:15])[CH3:14])=[O:11])[C@H:2]([C:7]([OH:9])=O)[CH2:3][CH:4]([CH3:6])[CH3:5].O.[NH2:18][C@@H:19]([C:30]([O:32][CH3:33])=[O:31])[CH2:20][C:21]1[C:29]2[C:24](=[CH:25][CH:26]=[CH:27][CH:28]=2)[NH:23][CH:22]=1.Cl.C1C=CC2N(O)N=NC=2C=1.CCN=C=NCCCN(C)C.Cl>ClCCl.O>[NH:1]([C:10]([O:12][C:13]([CH3:16])([CH3:15])[CH3:14])=[O:11])[C@H:2]([C:7]([NH:18][C@@H:19]([C:30]([O:32][CH3:33])=[O:31])[CH2:20][C:21]1[C:29]2[C:24](=[CH:25][CH:26]=[CH:27][CH:28]=2)[NH:23][CH:22]=1)=[O:9])[CH2:3][CH:4]([CH3:5])[CH3:6] |f:0.1,2.3,5.6|. Reported procedure: To a suspension of Boc-Leu-OH.H2O (0.997 g) and DTrp-OMe.HCl (1.021 g) in dichloromethane (10 ml) were added TEA (0.6 ml) and HOBT.H2O (0.615 g) under argon. EDCI.HCl (0.769 g) was added to the mixture at 0°~5° C. The resulting reaction mixture was stirred at room temperature for 16 h, washed successively with water, 10% aq. citric acid, sat. NaHCO3 and brine, dried over MgSO4, filtered, and concentrated under reduced pressure. The residue was triturated with hexane to give the product (1.665 g)... The reactants are O[C@H](C)[C@@H]1[C@@H]2N(C(C(C2)=O)C(=O)OCC2=CC=C(C=C2)[N+](=O)[O-])C1=O (4-nitrobenzyl (5R,6S)-6-[(1R)-1-hydroxyethyl]-2-oxo-1-carbapenam-3-carboxylate), C(C)(C)N(CC)C(C)C (diisopropylethylamine), C1(=CC=CC=C1)P(=O)(C1=CC=CC=C1)Cl (diphenylphosphoryl chloride), ice, C(C)(C)N(CC)C(C)C (diisopropylethylamine), aqueous solution, Cl.C(N)(=O)OC1CCN(CC1)C(CS)=N (2-(4-carbamoyloxypiperidin-1-yl)-2-iminoethylmercaptan hydrochloride). Reagents/catalysts: [C].[Pd] (palladium-carbon). Solvent: C(C)#N (acetonitrile), O1CCCC1 (tetrahydrofuran), P(=O)([O-])([O-])[O-] (phosphate). Conditions: time 1 hour. Yields the product C(N)(=O)OC1CCN(CC1)C(CSC=1C[C@H]2N(C1C(=O)O)C([C@@H]2[C@@H](C)O)=O)=N ((5R,6S)-2-[2-(4-Carbamoyloxypiperidin-1-yl)-2-iminoethylthio]-6-[(1R)-1-hydroxyethyl]-1-carbapen-2-em-3-carboxylic acid). The yield is 19.0%. Reaction SMILES: C(N(C(C)C)CC)(C)C.C1(P(Cl)(C2C=CC=CC=2)=O)C=CC=CC=1.[OH:25][C@@H:26]([C@H:28]1[C:48](=[O:49])[N:30]2[CH:31]([C:35]([O:37]CC3C=CC([N+]([O-])=O)=CC=3)=[O:36])[C:32](=O)[CH2:33][C@H:29]12)[CH3:27].Cl.[C:51]([O:54][CH:55]1[CH2:60][CH2:59][N:58]([C:61](=[NH:64])[CH2:62][SH:63])[CH2:57][CH2:56]1)(=[O:53])[NH2:52]>C(#N)C.O1CCCC1.P([O-])([O-])([O-])=O.[C].[Pd]>[C:51]([O:54][CH:55]1[CH2:60][CH2:59][N:58]([C:61](=[NH:64])[CH2:62][S:63][C:32]2[CH2:33][C@@H:29]3[C@@H:28]([C@H:26]([OH:25])[CH3:27])[C:48](=[O:49])[N:30]3[C:31]=2[C:35]([OH:37])=[O:36])[CH2:57][CH2:56]1)(=[O:53])[NH2:52] |f:3.4,8.9|. Procedure: 1.83 ml of diisopropylethylamine and 2.18 ml of diphenylphosphoryl chloride were added dropwise to an ice-cooled solution of 3.48 g of 4-nitrobenzyl (5R,6S)-6-[(1R)-1-hydroxyethyl]-2-oxo-1-carbapenam-3-carboxylate in 20 ml of anhydrous acetonitrile, and the mixture was stirred for one hour with ice-cooling. The reaction mixture was then added to a mixture of 2.1 ml of diisopropylethylamine in 70 ml of tetrahydrofuran and 60 ml of 0.1M phosphate buffer solution (pH 7.0), which had been cooled wit... The reactants are CN1N=C(C=C1CC(=O)O)C1=CC=C(C=C1)C(F)(F)F ([2-methyl-5-(4-trifluoromethyl-phenyl)-2H-pyrazol-3-yl]-acetic acid), solution. Solvent: O1CCCC1 (tetrahydrofuran), O1CCCC1 (tetrahydrofuran), C1CCOC1 (THF). Conditions: time 16 hour. Yields the product CN1N=C(C=C1CCO)C1=CC=C(C=C1)C(F)(F)F (2-[2-Methyl-5-(4-trifluoromethyl-phenyl)-2H-pyrazol-3-yl]-ethanol). As a reaction SMILES: [CH3:1][N:2]1[C:6]([CH2:7][C:8](O)=[O:9])=[CH:5][C:4]([C:11]2[CH:16]=[CH:15][C:14]([C:17]([F:20])([F:19])[F:18])=[CH:13][CH:12]=2)=[N:3]1>O1CCCC1>[CH3:1][N:2]1[C:6]([CH2:7][CH2:8][OH:9])=[CH:5][C:4]([C:11]2[CH:16]=[CH:15][C:14]([C:17]([F:18])([F:19])[F:20])=[CH:13][CH:12]=2)=[N:3]1. Procedure details: A solution of [2-methyl-5-(4-trifluoromethyl-phenyl)-2H-pyrazol-3-yl]-acetic acid (286 mg, 1 mmol) in tetrahydrofuran (4 ml) was treated at 0° C. with a 1 M solution of BH3*THF in tetrahydrofuran (2.5 ml, 3 mmol). The cooling bath was removed and the reaction mixture stirred at ambient temperature for 16 h. Careful quenching with MeOH and ice water, twofold extraction with AcOEt, washing with ice water/brine 1/1, drying over magnesium sulfate, and evaporation of the solvent left a crude product ... Starting materials: CC(CO)=CC=C(C=CC=C(C=CC1=C(CCCC1(C)C)C)C)C (2,5,9-trimethyl-11-(2,6,6-trimethyl-1-cyclohexen-1-yl)-2,4,6,8,10-undecapentaene-1-ol), N1=CC=CC=C1 (pyridine), C(C)(=O)Cl (acetyl chloride). Solvent: C(Cl)Cl (methylene chloride), C(Cl)Cl (methylene chloride), CCOCC (ether). Conditions: temperature 0 celsius, time 2 hour. Product: C(C)(=O)OCC(=CC=C(C=CC=C(C=CC1=C(CCCC1(C)C)C)C)C)C (2,5,9-Trimethyl-11-(2,6,6-trimethyl-1-cyclohexen-1-yl)-2,4,6,8,10-undecapentaenyl acetate). As a reaction SMILES: [CH3:1][C:2](=[CH:5][CH:6]=[C:7]([CH3:24])[CH:8]=[CH:9][CH:10]=[C:11]([CH3:23])[CH:12]=[CH:13][C:14]1[C:19]([CH3:21])([CH3:20])[CH2:18][CH2:17][CH2:16][C:15]=1[CH3:22])[CH2:3][OH:4].N1C=CC=CC=1.[C:31](Cl)(=[O:33])[CH3:32]>C(Cl)Cl.CCOCC>[C:31]([O:4][CH2:3][C:2]([CH3:1])=[CH:5][CH:6]=[C:7]([CH3:24])[CH:8]=[CH:9][CH:10]=[C:11]([CH3:23])[CH:12]=[CH:13][C:14]1[C:19]([CH3:21])([CH3:20])[CH2:18][CH2:17][CH2:16][C:15]=1[CH3:22])(=[O:33])[CH3:32]. Reported procedure: A solution of 2,5,9-trimethyl-11-(2,6,6-trimethyl-1-cyclohexen-1-yl)-2,4,6,8,10-undecapentaene-1-ol (1.6 g, 5 mmol) and pyridine (9.6 ml, 7.3 mmol) in 15 ml of anhydrous methylene chloride is stirred in an ice bath and a solution of acetyl chloride (0.37 ml, 5.25 mmol) in 5 ml of anhydrous methylene chloride is added dropwise. The mixture is stirred at 0° C. for 11/2 hours and at room temperature for 30 minutes and then taken up in 250 ml of ether. The solution is washed with ice cold 5% aqueous... Reactants: CCC(=O)O, OCc1ccccc1. Product: O=Cc1ccccc1. As a reaction SMILES: [CH3:9][CH2:10][C:11](=[O:12])[OH:13].[OH:1][CH2:2][c:3]1[cH:4][cH:5][cH:6][cH:7][cH:8]1>>[O:1]=[CH:2][c:3]1[cH:4][cH:5][cH:6][cH:7][cH:8]1.